From a dataset of the Open Reaction Database (ORD), a public repository of structured organic reaction records. describe an organic reaction: reactants, conditions, products, and yield Reactants: C1CCOC1, COC(=O)Cc1cccc(-c2csc(-c3cc(C(F)(F)F)c(C#N)c(=O)n3Cc3ccc(F)cc3F)c2)c1, Cl, [Li+], [OH-], O, O. Yields the product N#Cc1c(C(F)(F)F)cc(-c2cc(-c3cccc(CC(=O)O)c3)cs2)n(Cc2ccc(F)cc2F)c1=O. Reaction SMILES: [CH2:39]1[O:40][CH2:41][CH2:42][CH2:43]1.[CH3:1][O:2][C:3]([CH2:4][c:5]1[cH:6][c:7](-[c:11]2[cH:12][s:13][c:14](-[c:16]3[n:17]([CH2:29][c:30]4[c:31]([F:37])[cH:32][c:33]([F:36])[cH:34][cH:35]4)[c:18](=[O:28])[c:19]([C:26]#[N:27])[c:20]([C:22]([F:23])([F:24])[F:25])[cH:21]3)[cH:15]2)[cH:8][cH:9][cH:10]1)=[O:38].[ClH:47].[Li+:45].[OH-:44].[OH2:46].[OH2:48]>>[O:2]=[C:3]([CH2:4][c:5]1[cH:6][c:7](-[c:11]2[cH:12][s:13][c:14](-[c:16]3[n:17]([CH2:29][c:30]4[c:31]([F:37])[cH:32][c:33]([F:36])[cH:34][cH:35]4)[c:18](=[O:28])[c:19]([C:26]#[N:27])[c:20]([C:22]([F:23])([F:24])[F:25])[cH:21]3)[cH:15]2)[cH:8][cH:9][cH:10]1)[OH:38].